From a dataset of the Open Reaction Database (ORD), a public repository of structured organic reaction records. describe an organic reaction: reactants, conditions, products, and yield Yields the product COc1cc2c(c3c1c(=O)c1cc4ccccc4cc1n3C)C(N)C(O)C(C)(C)O2. Reactants: CCO, COc1cc2c(c3c1c(=O)c1cc4ccccc4cc1n3C)C(N=[N+]=[N-])C(O)C(C)(C)O2. Reaction SMILES: [CH3:33][CH2:34][OH:35].[N:1](=[N+:2]=[N-:3])[CH:4]1[CH:5]([OH:32])[C:6]([CH3:30])([CH3:31])[O:7][c:8]2[c:9]1[c:10]1[n:11]([CH3:29])[c:12]3[cH:13][c:14]4[c:15]([cH:16][c:17]3[c:18](=[O:24])[c:19]1[c:20]([O:22][CH3:23])[cH:21]2)[cH:25][cH:26][cH:27][cH:28]4>>[NH2:1][CH:4]1[CH:5]([OH:32])[C:6]([CH3:30])([CH3:31])[O:7][c:8]2[c:9]1[c:10]1[n:11]([CH3:29])[c:12]3[cH:13][c:14]4[c:15]([cH:16][c:17]3[c:18](=[O:24])[c:19]1[c:20]([O:22][CH3:23])[cH:21]2)[cH:25][cH:26][cH:27][cH:28]4. The reactants are CC(=O)OC=O, O=C([O-])O, FC(F)(F)c1cccc(C2CCCNC2)c1, [Na+], c1ccccc1. The product is O=CN1CCCC(c2cccc(C(F)(F)F)c2)C1. RXN SMILES: [C:1]([O:2][CH:5]=[O:6])(=[O:3])[CH3:4].[C:23](=[O:24])([OH:25])[O-:26].[F:7][C:8]([c:9]1[cH:10][c:11]([CH:15]2[CH2:16][NH:17][CH2:18][CH2:19][CH2:20]2)[cH:12][cH:13][cH:14]1)([F:21])[F:22].[Na+:27].[cH:28]1[cH:29][cH:30][cH:31][cH:32][cH:33]1>>[CH:5](=[O:6])[N:17]1[CH2:16][CH:15]([c:11]2[cH:10][c:9]([C:8]([F:7])([F:21])[F:22])[cH:14][cH:13][cH:12]2)[CH2:20][CH2:19][CH2:18]1. Reactants: BrB(Br)Br, ClCCl, COc1ccc(F)cc1C(C)(C)CC(O)(CNc1cc(C)cc2c1cnn2-c1cccc(C(=O)N(C)CC(N)=O)c1)C(F)(F)F. Product: Cc1cc(NCC(O)(CC(C)(C)c2cc(F)ccc2O)C(F)(F)F)c2cnn(-c3cccc(C(=O)N(C)CC(N)=O)c3)c2c1. Reaction SMILES: [B:46]([Br:47])([Br:48])[Br:49].[Cl:50][CH2:51][Cl:52].[NH2:1][C:2]([CH2:3][N:4]([C:5]([c:6]1[cH:7][c:8](-[n:12]2[n:13][cH:14][c:15]3[c:16]([NH:22][CH2:23][C:24]([CH2:25][C:26]([CH3:27])([CH3:28])[c:29]4[c:30]([O:36][CH3:37])[cH:31][cH:32][c:33]([F:35])[cH:34]4)([C:38]([F:39])([F:40])[F:41])[OH:42])[cH:17][c:18]([CH3:21])[cH:19][c:20]23)[cH:9][cH:10][cH:11]1)=[O:43])[CH3:44])=[O:45]>>[NH2:1][C:2]([CH2:3][N:4]([C:5]([c:6]1[cH:7][c:8](-[n:12]2[n:13][cH:14][c:15]3[c:16]([NH:22][CH2:23][C:24]([CH2:25][C:26]([CH3:27])([CH3:28])[c:29]4[c:30]([OH:36])[cH:31][cH:32][c:33]([F:35])[cH:34]4)([C:38]([F:39])([F:40])[F:41])[OH:42])[cH:17][c:18]([CH3:21])[cH:19][c:20]23)[cH:9][cH:10][cH:11]1)=[O:43])[CH3:44])=[O:45]. Starting materials: FC=1C=C(COC2=CC=C(CN[C@H](C(=O)N)C)C=C2)C=CC1 ((S)-2-[4-(3-fluorobenzyloxy)benzylamino]propanamide), CS(=O)(=O)O (Methanesulfonic acid). Run in C(C)(=O)OCC (ethyl acetate). Run at temperature 65 celsius, time 2 hour. Yields the product CS(=O)(=O)O.FC=1C=C(COC2=CC=C(CN[C@H](C(=O)N)C)C=C2)C=CC1 ((S)-2-[4-(3-Fluorobenzyloxy)benzylamino]propanamide methanesulfonate). Yield: 99.0%. As a reaction SMILES: [F:1][C:2]1[CH:3]=[C:4]([CH:20]=[CH:21][CH:22]=1)[CH2:5][O:6][C:7]1[CH:19]=[CH:18][C:10]([CH2:11][NH:12][C@@H:13]([CH3:17])[C:14]([NH2:16])=[O:15])=[CH:9][CH:8]=1.[CH3:23][S:24]([OH:27])(=[O:26])=[O:25]>C(OCC)(=O)C>[CH3:23][S:24]([OH:27])(=[O:26])=[O:25].[F:1][C:2]1[CH:3]=[C:4]([CH:20]=[CH:21][CH:22]=1)[CH2:5][O:6][C:7]1[CH:8]=[CH:9][C:10]([CH2:11][NH:12][C@@H:13]([CH3:17])[C:14]([NH2:16])=[O:15])=[CH:18][CH:19]=1 |f:3.4|. Procedure: A mixture of (S)-2-[4-(3-fluorobenzyloxy)benzylamino]propanamide (20 g, 66 mmol, prepared in Example 12 a) and ethyl acetate (510 g) is heated, under stirring up to 65° C. and kept under these conditions until a clear solution is obtained. Methanesulfonic acid (7 g, 72.6 mmol) is added in 40 min to the solution precooled to 55° C. The mixture is gradually cooled to 20° C. in 3 hours, kept at 20° C. for 2 hours. The heterogeneous mixture is filtered, the solid is dried at reduced pressure at 40° ...